Dataset: the Open Reaction Database (ORD), a public repository of structured organic reaction records. Task: describe an organic reaction: reactants, conditions, products, and yield Starting materials: COC=1C=C(C=CC1NC1=NN2C(C=N1)=CC=C2C2=C(C=CC=C2)OC)[C@@]2([C@H](CNCC2)O)O ((±)-(3S,4S)-4-{3-methoxy-4-[7-(2-methoxy-phenyl)-pyrrolo[2,1-f][1,2,4]triazin-2-ylamino]-phenyl}-piperidine-3,4-diol), FCCI (1-fluoro-2-iodo-ethane), C([O-])(O)=O.[Na+] (sodium bicarbonate), C(C)#N (acetonitrile). The product is FCCN1C[C@@H]([C@@](CC1)(O)C1=CC(=C(C=C1)NC1=NN2C(C=N1)=CC=C2C2=C(C=CC=C2)OC)OC)O ((±)-(3S,4S)-1-(2-fluoro-ethyl)-4-{3-methoxy-4-[7-(2-methoxy-phenyl)-pyrrolo[2,1-f][1,2,4]triazin-2-ylamino]-phenyl}-piperidine-3,4-diol). Yield: 41.1%. RXN SMILES: [CH3:1][O:2][C:3]1[CH:4]=[C:5]([C@@:27]2([OH:34])[CH2:32][CH2:31][NH:30][CH2:29][C@@H:28]2[OH:33])[CH:6]=[CH:7][C:8]=1[NH:9][C:10]1[N:15]=[CH:14][C:13]2=[CH:16][CH:17]=[C:18]([C:19]3[CH:24]=[CH:23][CH:22]=[CH:21][C:20]=3[O:25][CH3:26])[N:12]2[N:11]=1.[F:35][CH2:36][CH2:37]I.C(=O)(O)[O-].[Na+].C(#N)C>>[F:35][CH2:36][CH2:37][N:30]1[CH2:31][CH2:32][C@@:27]([C:5]2[CH:6]=[CH:7][C:8]([NH:9][C:10]3[N:15]=[CH:14][C:13]4=[CH:16][CH:17]=[C:18]([C:19]5[CH:24]=[CH:23][CH:22]=[CH:21][C:20]=5[O:25][CH3:26])[N:12]4[N:11]=3)=[C:3]([O:2][CH3:1])[CH:4]=2)([OH:34])[C@@H:28]([OH:33])[CH2:29]1 |f:2.3|. Procedure details: A mixture of (±)-(3S,4S)-4-{3-methoxy-4-[7-(2-methoxy-phenyl)-pyrrolo[2,1-f][1,2,4]triazin-2-ylamino]-phenyl}-piperidine-3,4-diol (42.00 mg, 0.0910 mmol), 1-fluoro-2-iodo-ethane (18.99 mg, 0.109 mmol), and sodium bicarbonate (9.174 mg, 0.109 mmol) in acetonitrile (1.000 mL, 19.15 mmol) was heated to reflux for overnight. After evaporation of volatiles under reduced pressure, the product was isolated by preparative reverse phase hplc (Gilson). Free base was obtained by catch/release work-up on ac... Solvent: CN(C)C=O (DMF). Procedure details: Reaction of the 2-(4-benzoylphenyl)propyl p-toluenesulfonate described above with 1,4-dioxa-8-azaspiro[4,5]decane in DMF in the presence of anhydrous potassium carbonate affords 8-[2-(4-benzoylphenyl)propyl]-1,4-dioxa-8-azaspiro[4,5]decane. The product is C(C1=CC=CC=C1)(=O)C1=CC=C(C=C1)C(CN1CCC2(OCCO2)CC1)C (8-[2-(4-benzoylphenyl)propyl]-1,4-dioxa-8-azaspiro[4,5]decane). Starting materials: C1(=CC=C(C=C1)S(=O)(=O)OCC(C)C1=CC=C(C=C1)C(C1=CC=CC=C1)=O)C (2-(4-benzoylphenyl)propyl p-toluenesulfonate), O1CCOC12CCNCC2 (1,4-dioxa-8-azaspiro[4,5]decane), C([O-])([O-])=O.[K+].[K+] (potassium carbonate). Reaction SMILES: C1(C)C=CC(S(O[CH2:11][CH:12]([C:14]2[CH:19]=[CH:18][C:17]([C:20](=[O:27])[C:21]3[CH:26]=[CH:25][CH:24]=[CH:23][CH:22]=3)=[CH:16][CH:15]=2)[CH3:13])(=O)=O)=CC=1.[O:29]1[C:33]2([CH2:38][CH2:37][NH:36][CH2:35][CH2:34]2)[O:32][CH2:31][CH2:30]1.C(=O)([O-])[O-].[K+].[K+]>CN(C=O)C>[C:20]([C:17]1[CH:16]=[CH:15][C:14]([CH:12]([CH3:13])[CH2:11][N:36]2[CH2:37][CH2:38][C:33]3([O:32][CH2:31][CH2:30][O:29]3)[CH2:34][CH2:35]2)=[CH:19][CH:18]=1)(=[O:27])[C:21]1[CH:22]=[CH:23][CH:24]=[CH:25][CH:26]=1 |f:2.3.4|. Reactants: [N+](=O)([O-])C1=CC=2C(C3=CC=CC=C3C(C2C=C1)=O)=O (2-nitroanthraquinone), [N+](=O)([O-])C1=CC=CC=2C(C3=CC=C(C=C3C(C12)=O)[N+](=O)[O-])=O (1,7-dinitroanthraquinone). Product: NC1=CC=CC=2C(C3=CC=CC=C3C(C12)=O)=O (1-aminoanthraquinone). Reaction SMILES: [N+](C1C=CC2C(=O)C3C(=CC=CC=3)C(=O)C=2C=1)([O-])=O.[N+:20]([C:23]1[C:36]2[C:35](=[O:37])[C:34]3[C:29](=[CH:30][CH:31]=[C:32]([N+]([O-])=O)[CH:33]=3)[C:28](=[O:41])[C:27]=2[CH:26]=[CH:25][CH:24]=1)([O-])=O>>[NH2:20][C:23]1[C:36]2[C:35](=[O:37])[C:34]3[C:29](=[CH:30][CH:31]=[CH:32][CH:33]=3)[C:28](=[O:41])[C:27]=2[CH:26]=[CH:25][CH:24]=1. Procedure: The product obtained by the nitration process is accompanied by 2-nitroanthraquinone and 1,5-, 1,8-, 1,6-, and 1,7-dinitroanthraquinone, undesirable contaminants. In order to obtain high quality 1-aminoanthraquinone from this product, multiple purification steps are required after the nitration and reduction reactions. Starting materials: Nc1ccc(O)cc1F, O=[N+]([O-])c1ccc(O)c2ncccc12. Product: Nc1ccc(O)c2ncccc12. As a reaction SMILES: [NH2:15][c:16]1[cH:17][cH:18][c:19]([OH:20])[cH:21][c:22]1[F:23].[OH:1][c:2]1[cH:3][cH:4][c:5]([N+:12]([O-:13])=[O:14])[c:6]2[cH:7][cH:8][cH:9][n:10][c:11]12>>[OH:1][c:2]1[cH:3][cH:4][c:5]([NH2:12])[c:6]2[cH:7][cH:8][cH:9][n:10][c:11]12. The reactants are C1CCOC1, CC(C)C[AlH]CC(C)C, CCOC(C)=O, CCOC(=O)c1cnc(I)c(Cl)c1. Product: OCc1cnc(I)c(Cl)c1. As a reaction SMILES: [CH2:29]1[O:30][CH2:31][CH2:32][CH2:33]1.[CH3:1][CH:2]([CH2:3][AlH:4][CH2:5][CH:6]([CH3:7])[CH3:8])[CH3:9].[CH3:23][CH2:24][O:25][C:26]([CH3:27])=[O:28].[Cl:10][c:11]1[cH:12][c:13]([C:18](=[O:19])[O:20][CH2:21][CH3:22])[cH:14][n:15][c:16]1[I:17]>>[Cl:10][c:11]1[cH:12][c:13]([CH2:18][OH:19])[cH:14][n:15][c:16]1[I:17].